describe an organic reaction: reactants, conditions, products, and yield From a dataset of the Open Reaction Database (ORD), a public repository of structured organic reaction records. Reaction SMILES: C[N:2](C)[CH:3]=[C:4]([C:12]([O:14][CH2:15][CH3:16])=[O:13])[CH:5]=[CH:6][C:7]([O:9][CH2:10][CH3:11])=[O:8].N>>[NH2:2][CH:3]=[C:4]([C:12]([O:14][CH2:15][CH3:16])=[O:13])[CH:5]=[CH:6][C:7]([O:9][CH2:10][CH3:11])=[O:8]. Yields the product NC=C(C=CC(=O)OCC)C(=O)OCC (diethyl 1-amino-1,3-butadiene-2,4-dicarboxylate). Reported procedure: If diethyl 1-dimethylamino-1,3-butadiene-2,4-dicarboxylate and ammonia are used as starting substances for the process according to the invention in variant (b), the diethyl 1-amino-1,3-butadiene-2,4-dicarboxylate formed is isolated and this ester is reacted further with sodium ethylate, the reaction sequence can be outlined by the following equation: ##STR6## The reactants are CN(C=C(C=CC(=O)OCC)C(=O)OCC)C (diethyl 1-dimethylamino-1,3-butadiene-2,4-dicarboxylate), N (ammonia), ( b ). Reactants: BrCCC(=O)NC1=C(C=CC=C1C)CC (3-bromo-2'-ethyl-6'-methylpropionanilide), Cl (hydrochloric acid), O.NN (hydrazine hydrate), C1(C=2C(C(N1)=O)=CC=CC2)=O.[K] (potassium phthalimide), product. Run in CN(C=O)C (dimethylformamide), O (water), C(C)(=O)O (acetic acid), alcohol. Product: NCCC(=O)NC1=C(C=CC=C1C)CC (3-amino-2'-ethyl-6'-methylpropionanilide). As a reaction SMILES: Br[CH2:2][CH2:3][C:4]([NH:6][C:7]1[C:12]([CH3:13])=[CH:11][CH:10]=[CH:9][C:8]=1[CH2:14][CH3:15])=[O:5].C1(=O)[NH:20]C(=O)C2=CC=CC=C12.[K].O.NN.Cl>O.C(O)(=O)C.CN(C)C=O>[NH2:20][CH2:2][CH2:3][C:4]([NH:6][C:7]1[C:12]([CH3:13])=[CH:11][CH:10]=[CH:9][C:8]=1[CH2:14][CH3:15])=[O:5] |f:1.2,3.4,^1:26|. Procedure: The 3-bromo-2'-ethyl-6'-methylpropionanilide (13.5 g, 0.0500 mole) described above, potassium phthalimide (10.2 g, 0.0551 mole), and dimethylformamide (50 ml) were stirred under reflux for two hours. A mixture of glacial acetic acid (20 ml) and water (50 ml) was added with continued stirring until the mixture reached room temperature. The solid phthalimide derivative was filtered off, washed with water, and dried. The yield: 13.8 g (82.1%), m.p.: 208°-209.5° C. This product (13.8 g, 0.041 mole) ... The reactants are Cc1ccc2cc(F)cc(O[Si](C(C)C)(C(C)C)C(C)C)c2n1, C1COCCO1, O, O=[Se]=O. Yields the product CC(C)[Si](Oc1cc(F)cc2ccc(C=O)nc12)(C(C)C)C(C)C. RXN SMILES: [F:1][c:2]1[cH:3][c:4]2[cH:5][cH:6][c:7]([CH3:23])[n:8][c:9]2[c:10]([O:12][Si:13]([CH:14]([CH3:15])[CH3:16])([CH:17]([CH3:18])[CH3:19])[CH:20]([CH3:21])[CH3:22])[cH:11]1.[O:27]1[CH2:28][CH2:29][O:30][CH2:31][CH2:32]1.[OH2:33].[Se:24](=[O:25])=[O:26]>>[F:1][c:2]1[cH:3][c:4]2[cH:5][cH:6][c:7]([CH:23]=[O:25])[n:8][c:9]2[c:10]([O:12][Si:13]([CH:14]([CH3:15])[CH3:16])([CH:17]([CH3:18])[CH3:19])[CH:20]([CH3:21])[CH3:22])[cH:11]1. The reactants are C(=C)S(=O)(=O)C1=CC=C(C=C1)C (4-tolyl vinyl sulfone), C[SnH](C)C (trimethyltin hydride). Run in O1CCCC1 (tetrahydrofuran). Conditions: time 14.75 hour. Yields the product C1(=CC=C(C=C1)S(=O)(=O)CC[Sn](C)(C)C)C (2-(p-tolylsulfonyl)ethyltrimethylstannane). Yield: 73.2%. As a reaction SMILES: [CH:1]([S:3]([C:6]1[CH:11]=[CH:10][C:9]([CH3:12])=[CH:8][CH:7]=1)(=[O:5])=[O:4])=[CH2:2].[CH3:13][SnH:14]([CH3:16])[CH3:15]>O1CCCC1>[C:9]1([CH3:12])[CH:10]=[CH:11][C:6]([S:3]([CH2:1][CH2:2][Sn:14]([CH3:16])([CH3:15])[CH3:13])(=[O:5])=[O:4])=[CH:7][CH:8]=1. Reported procedure: The procedure described in Example 1 was employed except that 7.74 g (42.5 mmoles) of 4-tolyl vinyl sulfone, 7.0 g (42.5 mmoles) of trimethyltin hydride and 10 ml of tetrahydrofuran were the reactants and solvent. The irradiation proceeded for 14.75 hours. Evaporation of solvent afforded an oil which crystallized on standing. Recrystallization of the product from cold petroleum ether gave 10.8 g of 2-(p-tolylsulfonyl)ethyltrimethylstannane, m.p. 55.5°-58°C. The presence of both the sulfonyl and ...